This data is from the Open Reaction Database (ORD), a public repository of structured organic reaction records. The task is: describe an organic reaction: reactants, conditions, products, and yield Starting materials: FC(CCBr)C(F)(F)Br, O=C([O-])[O-], CC(C)=O, [K+], [K+], Sc1nccs1. Product: FC(CCSc1nccs1)C(F)(F)Br. Reaction SMILES: [Br:7][C:8]([CH:9]([CH2:10][CH2:11][Br:12])[F:13])([F:14])[F:15].[C:16](=[O:17])([O-:18])[O-:19].[CH3:22][C:23](=[O:24])[CH3:25].[K+:20].[K+:21].[SH:1][c:2]1[s:3][cH:4][cH:5][n:6]1>>[S:1]([c:2]1[s:3][cH:4][cH:5][n:6]1)[CH2:11][CH2:10][CH:9]([C:8]([Br:7])([F:14])[F:15])[F:13]. Reactants: NC1=C(C(=NC(=C1)C1=C(C(=C(C=C1)Cl)OC)F)C(=O)OC)Cl (methyl 4-amino-3-chloro-6-(4-chloro-2-fluoro-3-methoxyphenyl)pyridine-2-carboxylate), ClC1=C(C(=C(C=C1)B(O)O)F)OC (4-chloro-2-fluoro-3-methoxyphenylboronic acid), ClC1=C(C(=C(C=C1)B(O)O)F)OC (4-chloro-2-fluoro-3-methoxyphenylboronic acid). The solvent is C(C(C)C)C(=O)C (methyl isobutyl ketone). Product: C(C)(=O)NC1=C(C(=NC(=C1)C1=C(C(=C(C=C1)Cl)OC)F)C(=O)OC)Cl (methyl 4-(acetylamino)-3-chloro-6-(4-chloro-2-fluoro-3-methoxyphenyl)pyridine-2-carboxylate). RXN SMILES: [NH2:1][C:2]1[CH:7]=[C:6]([C:8]2[CH:13]=[CH:12][C:11]([Cl:14])=[C:10]([O:15][CH3:16])[C:9]=2[F:17])[N:5]=[C:4]([C:18]([O:20][CH3:21])=[O:19])[C:3]=1[Cl:22].Cl[C:24]1C=CC(B(O)O)=C(F)[C:25]=1[O:34]C>C(C(C)=O)C(C)C>[C:25]([NH:1][C:2]1[CH:7]=[C:6]([C:8]2[CH:13]=[CH:12][C:11]([Cl:14])=[C:10]([O:15][CH3:16])[C:9]=2[F:17])[N:5]=[C:4]([C:18]([O:20][CH3:21])=[O:19])[C:3]=1[Cl:22])(=[O:34])[CH3:24]. Reported procedure: An embodiment of the present disclosure includes a method of producing methyl 4-amino-3-chloro-6-(4-chloro-2-fluoro-3-methoxyphenyl)pyridine-2-carboxylate. The method comprises adding methyl isobutyl ketone to an aqueous solution comprising 4-chloro-2-fluoro-3-methoxyphenylboronic acid to form an organic phase comprising the 4-chloro-2-fluoro-3-methoxyphenylboronic acid and an aqueous phase. The organic phase and the aqueous phase are separated. The 4-chloro-2-fluoro-3-methoxyphenylboronic acid ... Reactants: CCOC(=O)c1c(O)c2ccccc2[nH]c1=O, Cc1ccccc1, NC1CCCCC1, O. Product: O=C(NC1CCCCC1)c1c(O)c2ccccc2[nH]c1=O. RXN SMILES: [CH2:8]([O:10][C:11](=[O:9])[c:13]1[c:14](=[O:24])[nH:15][c:16]2[cH:17][cH:18][cH:19][cH:20][c:21]2[c:22]1[OH:23])[CH3:12].[CH3:25][c:26]1[cH:27][cH:28][cH:29][cH:30][cH:31]1.[NH2:1][CH:2]1[CH2:3][CH2:4][CH2:5][CH2:6][CH2:7]1.[OH2:32]>>[NH:1]([CH:2]1[CH2:3][CH2:4][CH2:5][CH2:6][CH2:7]1)[C:11](=[O:10])[c:13]1[c:14](=[O:24])[nH:15][c:16]2[cH:17][cH:18][cH:19][cH:20][c:21]2[c:22]1[OH:23]. Starting materials: ClC=1C=C2C(=NC1)NC=C2C2=NC=C(C(=N2)NC2CNCCC2)F (2-(5-chloro-1H-pyrrolo[2,3-b]pyridin-3-yl)-5-fluoro-N-(piperidin-3-yl)pyrimidin-4-amine), ClC=1C=C2C(=NC1)NC=C2C2=NC=C(C(=N2)N[C@@H]2CNCCC2)F ((S)-2-(5-chloro-1H-pyrrolo[2,3-b]pyridin-3-yl)-5-fluoro-N-(piperidin-3-yl)pyrimidin-4-amine), C(CC)N=C=O (propylisocyanate). Solvent: C(Cl)Cl.N1=CC=CC=C1 (CH2Cl2 pyridine). Run at time 12 hour. Yields the product ClC=1C=C2C(=NC1)NC=C2C2=NC=C(C(=N2)NC2N(CCCC2)C(=O)NCCC)F ((2-(5-chloro-1H-pyrrolo[2,3-b]pyridin-3-yl)-5-fluoropyrimidin-4-ylamino)-N-propylpiperidine-1-carboxamide). Reaction SMILES: [Cl:1][C:2]1[CH:3]=[C:4]2[C:10]([C:11]3[N:16]=[C:15]([NH:17]C4CCCNC4)[C:14]([F:24])=[CH:13][N:12]=3)=[CH:9][NH:8][C:5]2=[N:6][CH:7]=1.ClC1C=C2C(C3N=C(N[C@H:42]4[CH2:47][CH2:46][CH2:45][NH:44][CH2:43]4)C(F)=CN=3)=CNC2=NC=1.[CH2:49]([N:52]=[C:53]=[O:54])[CH2:50][CH3:51]>C(Cl)Cl.N1C=CC=CC=1>[Cl:1][C:2]1[CH:3]=[C:4]2[C:10]([C:11]3[N:16]=[C:15]([NH:17][CH:43]4[CH2:42][CH2:47][CH2:46][CH2:45][N:44]4[C:53]([NH:52][CH2:49][CH2:50][CH3:51])=[O:54])[C:14]([F:24])=[CH:13][N:12]=3)=[CH:9][NH:8][C:5]2=[N:6][CH:7]=1 |f:3.4|. Procedure: To a solution of 2-(5-chloro-1H-pyrrolo[2,3-b]pyridin-3-yl)-5-fluoro-N-(piperidin-3-yl)pyrimidin-4-amine, 5b, (0.020 g, 0.058 mmol) in 1:1 mixture of CH2Cl2/pyridine (2 mL) was added propylisocyanate (0.005 mL, 0.058 mmol). The reaction mixture was stirred at room temperature for 12 hours. The resulting residue was purified by preparatory HPLC (0.1% TFA-H2O/acetonitrile) to afford the desired product, 196.